This data is from the Open Reaction Database (ORD), a public repository of structured organic reaction records. The task is: describe an organic reaction: reactants, conditions, products, and yield Procedure: To a stirred suspension of pyridinium chlorochromate (10 g, 45 mmol) in dry dichloromethane (100 ml) was added 3-cyclobutyl-3-hydroxymethyloxetane (5 g, 35 mmol). The mixture was stirred for 2 hours, diluted with diethylether and then purified on a florisil column with an ether rinse. Evaporation afforded 3-cyclobutyl-3-formyloxetane (3.72 g, 75%) as a liquid. As a reaction SMILES: [Cr](Cl)([O-])(=O)=O.[NH+]1C=CC=CC=1.[CH:12]1([C:16]2([CH2:20][OH:21])[CH2:19][O:18][CH2:17]2)[CH2:15][CH2:14][CH2:13]1>ClCCl.C(OCC)C>[CH:12]1([C:16]2([CH:20]=[O:21])[CH2:19][O:18][CH2:17]2)[CH2:15][CH2:14][CH2:13]1 |f:0.1|. Starting materials: [Cr](=O)(=O)([O-])Cl.[NH+]1=CC=CC=C1 (pyridinium chlorochromate), C1(CCC1)C1(COC1)CO (3-cyclobutyl-3-hydroxymethyloxetane). The solvent is ClCCl (dichloromethane), C(C)OCC (diethylether). The yield is 75.8%. Run at time 2 hour. Yields the product C1(CCC1)C1(COC1)C=O (3-cyclobutyl-3-formyloxetane). Starting materials: OC1=NC(=CC2=CC(=CC=C12)OC)C=1SC=C(N1)C(C)C (1-hydroxy-3-(4-isopropylthiazol-2-yl)-6-methoxyisoquinoline), ClC=1N=C(C2=CC=C(C=C2C1)OC)OC1CN2C(N(CCCCC=CC3CC3(NC(C2C1)=O)C(=O)O)C)=O (17-(3-chloro-6-methoxyisoquinolin-1-yloxy)-13-methyl-2,14-dioxo-3,13,15-triaza-tricyclo[13.3.0.04,6]octadec-7-ene-4-carboxylic acid). Yields the product C(C)(C)C=1N=C(SC1)C=1N=C(C2=CC=C(C=C2C1)OC)OC1CN2C(N(CCCCC=CC3CC3(NC(C2C1)=O)C(=O)O)C)=O (17-[3-(4-isopropylthiazol-2-yl)-6-methoxyisoquinolin-1-yloxy]-13-methyl-2,14-dioxo-3,13,15-triaza-tricyclo[13.3.0.04,6]octadec-7-ene-4-carboxylic acid). Reaction SMILES: [OH:1][C:2]1[C:11]2[C:6](=[CH:7][C:8]([O:12][CH3:13])=[CH:9][CH:10]=2)[CH:5]=[C:4]([C:14]2[S:15][CH:16]=[C:17]([CH:19]([CH3:21])[CH3:20])[N:18]=2)[N:3]=1.ClC1N=C(O[CH:36]2[CH2:53][CH:52]3[N:38]([C:39](=[O:59])[N:40]([CH3:58])[CH2:41][CH2:42][CH2:43][CH2:44][CH:45]=[CH:46][CH:47]4[C:49]([C:55]([OH:57])=[O:56])([NH:50][C:51]3=[O:54])[CH2:48]4)[CH2:37]2)C2C(C=1)=CC(OC)=CC=2>>[CH:19]([C:17]1[N:18]=[C:14]([C:4]2[N:3]=[C:2]([O:1][CH:36]3[CH2:53][CH:52]4[N:38]([C:39](=[O:59])[N:40]([CH3:58])[CH2:41][CH2:42][CH2:43][CH2:44][CH:45]=[CH:46][CH:47]5[C:49]([C:55]([OH:57])=[O:56])([NH:50][C:51]4=[O:54])[CH2:48]5)[CH2:37]3)[C:11]3[C:6]([CH:5]=2)=[CH:7][C:8]([O:12][CH3:13])=[CH:9][CH:10]=3)[S:15][CH:16]=1)([CH3:21])[CH3:20]. Procedure details: The title product 69 was prepared from 1-hydroxy-3-(4-isopropylthiazol-2-yl)-6-methoxyisoquinoline (6) following the same procedures described for the preparation of 17-(3-chloro-6-methoxyisoquinolin-1-yloxy)-13-methyl-2,14-dioxo-3,13,15-triazatricyclo[13.3.0.04,6]octadec-7-ene-4-carboxylic acid (42, Example 10): m/z=634 (M+H)+. The reactants are CCCC1CCC(c2ccc3cc(OC)ccc3c2)CC1, CC(=O)O, O. Yields the product CCCC1CCC(c2ccc3cc(O)ccc3c2)CC1. RXN SMILES: [CH3:1][O:2][c:3]1[cH:4][c:5]2[cH:6][cH:7][c:8]([CH:13]3[CH2:14][CH2:15][CH:16]([CH2:19][CH2:20][CH3:21])[CH2:17][CH2:18]3)[cH:9][c:10]2[cH:11][cH:12]1.[CH3:22][C:23](=[O:24])[OH:25].[OH2:26]>>[OH:2][c:3]1[cH:4][c:5]2[cH:6][cH:7][c:8]([CH:13]3[CH2:14][CH2:15][CH:16]([CH2:19][CH2:20][CH3:21])[CH2:17][CH2:18]3)[cH:9][c:10]2[cH:11][cH:12]1. Starting materials: C1(CCCCC1)OC=1OC(=C(N1)C(F)(F)F)C(=O)NC=1C=NC(=CC1)N1CCC(CC1)C1=CC=CC=C1 (2-(cyclohexyloxy)-N-(6-(4-phenylpiperidin-1-yl)pyridin-3-yl)-4-(trifluoromethyl)-oxazole-5-carboxamide), C1(CCCC1)CO (cyclopentanemethanol). The product is C1(CCCC1)COC=1OC(=C(N1)C(F)(F)F)C(=O)NC=1C=CC(=NC1)N1CCN(CC1)C(=O)OC1CCCC1 (cyclopentyl 4-(5-(2-(cyclopentylmethoxy)-4-(trifluoromethyl)oxazole-5-carboxamido)pyridin-2-yl)piperazine-1-carboxylate). RXN SMILES: [CH:1]1([O:7][C:8]2[O:9][C:10]([C:17]([NH:19][C:20]3[CH:21]=[N:22][C:23]([N:26]4[CH2:31][CH2:30]C(C5C=CC=CC=5)[CH2:28][CH2:27]4)=[CH:24][CH:25]=3)=[O:18])=[C:11]([C:13]([F:16])([F:15])[F:14])[N:12]=2)[CH2:6][CH2:5][CH2:4][CH2:3][CH2:2]1.[CH:38]1(CO)[CH2:42][CH2:41][CH2:40][CH2:39]1>>[CH:6]1([CH2:1][O:7][C:8]2[O:9][C:10]([C:17]([NH:19][C:20]3[CH:25]=[CH:24][C:23]([N:26]4[CH2:31][CH2:30][N:12]([C:8]([O:9][CH:38]5[CH2:39][CH2:40][CH2:41][CH2:42]5)=[O:7])[CH2:28][CH2:27]4)=[N:22][CH:21]=3)=[O:18])=[C:11]([C:13]([F:14])([F:16])[F:15])[N:12]=2)[CH2:5][CH2:4][CH2:3][CH2:2]1. Procedure: Compound 287 was prepared by the general procedure for compound 284, by using intermediates A-41 and cyclopentanemethanol as starting materials. 1H NMR (500 MHz, CDCl3) δ 8.20 (d, 1H, J=2.4 Hz), 8.07 (dd, 1H, J=9.2, 2.5 Hz), 7.23 (br s, 1H), 6.68 (d, 1H, J=9.1 Hz), 5.17 (m, 1H), 4.45 (d, 2H, J=9.1 Hz), 3.64-3.52 (m, 8H), 2.45 (m, 1H), 1.92-1.84 (m, 4H), 1.80-1.56 (m, 10H), 1.42-1.32 (m, 2H); LCMS (ESI) Rt=4.13 min, calcd for [M+1]+ 552.2. found 552.3. The reactants are ClC1=NC=C(C(=O)NC2=CC=C(C=C2)OC(F)(F)F)C=C1C=1C=NC=NC1 (6-Chloro-5-(pyrimidin-5-yl)-N-(4-(trifluoromethoxy)phenyl)nicotinamide), Cl.FC1(CNCC1)F (3,3-Difluoropyrrolidine hydrochloride), CCN(C(C)C)C(C)C (DIPEA). Solvent: CC(C)O (iPrOH), CCOC(=O)C (EtOAc). Conditions: temperature 140 celsius, time 23 hour. Product: FC1(CN(CC1)C1=NC=C(C(=O)NC2=CC=C(C=C2)OC(F)(F)F)C=C1C=1C=NC=NC1)F (6-(3,3-Difluoropyrrolidin-1-yl)-5-(pyrimidin-5-yl)-N-(4-(trifluoromethoxy)phenyl)nicotinamide). Reaction SMILES: Cl[C:2]1[C:21]([C:22]2[CH:23]=[N:24][CH:25]=[N:26][CH:27]=2)=[CH:20][C:5]([C:6]([NH:8][C:9]2[CH:14]=[CH:13][C:12]([O:15][C:16]([F:19])([F:18])[F:17])=[CH:11][CH:10]=2)=[O:7])=[CH:4][N:3]=1.Cl.[F:29][C:30]1([F:35])[CH2:34][CH2:33][NH:32][CH2:31]1.CCN(C(C)C)C(C)C>CC(O)C.CCOC(C)=O>[F:29][C:30]1([F:35])[CH2:34][CH2:33][N:32]([C:2]2[C:21]([C:22]3[CH:27]=[N:26][CH:25]=[N:24][CH:23]=3)=[CH:20][C:5]([C:6]([NH:8][C:9]3[CH:14]=[CH:13][C:12]([O:15][C:16]([F:17])([F:19])[F:18])=[CH:11][CH:10]=3)=[O:7])=[CH:4][N:3]=2)[CH2:31]1 |f:1.2|. Reported procedure: 6-Chloro-5-(pyrimidin-5-yl)-N-(4-(trifluoromethoxy)phenyl)nicotinamide (Stage 223.1, 100 mg, 0.253 mmol) was suspended in iPrOH (0.5 mL). 3,3-Difluoropyrrolidine hydrochloride (72.7 mg, 0.507 mmol) and DIPEA (0.177 mL, 1.013 mmol) were added at RT. The light brown solution was stirred at 140° C. for 23 h. The RM was diluted with EtOAc (50 mL) and washed with a 2 N citric acid solution (20 mL) and water (3×20 mL). The combined aq. phases were extracted with EtOAc and the combined extracts were dr... Reactants: BrC1=C(C=C(C=C1)OC)[N+](=O)[O-] (2-bromo-5-methoxynitrobenzene), COC1=CC=C(C=C)C=C1 (4-methoxystyrene), C(C)(C)N(C(C)C)CC (N,N-diisopropylethylamine). Reagents/catalysts: C(C)(=O)[O-].[Pd+2].C(C)(=O)[O-] (palladium acetate), C1(=C(C=CC=C1)P(C(C)(C)C)C(C)(C)C)C1=CC=CC=C1 (biphenyl-2-yl-di-t-butyl phosphine). Solvent: C(C)#N (acetonitrile). Run at temperature 80 celsius. Product: [N+](=O)([O-])C=1C=C(C=CC1\C=C\C1=CC=C(C=C1)O)O (3-Nitro-4-[(E)-2-(4-hydroxyphenyl)-vinyl]phenol). The yield is 79.2%. As a reaction SMILES: Br[C:2]1[CH:7]=[CH:6][C:5]([O:8]C)=[CH:4][C:3]=1[N+:10]([O-:12])=[O:11].C[O:14][C:15]1[CH:22]=[CH:21][C:18]([CH:19]=[CH2:20])=[CH:17][CH:16]=1.C(N(CC)C(C)C)(C)C>C(#N)C.C([O-])(=O)C.[Pd+2].C([O-])(=O)C.C1(C2C=CC=CC=2)C=CC=CC=1P(C(C)(C)C)C(C)(C)C>[N+:10]([C:3]1[CH:4]=[C:5]([OH:8])[CH:6]=[CH:7][C:2]=1/[CH:20]=[CH:19]/[C:18]1[CH:21]=[CH:22][C:15]([OH:14])=[CH:16][CH:17]=1)([O-:12])=[O:11] |f:4.5.6|. Procedure: To a stirred solution of 2-bromo-5-methoxynitrobenzene (5 g, 21.6 mmol) in dry acetonitrile (60 mL) were added 4-methoxystyrene (3.04 g, 22.6 mmol), N,N-diisopropylethylamine (8.36 g, 64.6 mmol), biphenyl-2-yl-di-t-butyl phosphine (385 mg, 1.3 mmol) and palladium acetate (290 mg, 1.3 mmol). The resulting mixture was heated at 80° C. overnight under N2. The reaction mixture was cooled to room temperature and partitioned between ethyl acetate and water. The organic layer was separated, washed with...